This data is from the Open Reaction Database (ORD), a public repository of structured organic reaction records. The task is: describe an organic reaction: reactants, conditions, products, and yield Starting materials: CC(C#C)(OC=1C=C(C#N)C=CC1OC)C (3-(1,1-dimethylprop-2-yn-1-yloxy)-4-methoxybenzonitrile), [F-].[Cs+] (cesium fluoride), C(C)N(C1=CC=CC=C1)CC (N,N-diethylaniline), Cl (hydrochloric acid). Yields the product COC=1C=CC(=C2C=C(OC21)C(C)C)C#N (7-Methoxy-2-(1-methylethyl)benzofuran-4-carbonitrile). As a reaction SMILES: C[C:2]([CH3:16])([O:5][C:6]1[CH:7]=[C:8]([CH:11]=[CH:12][C:13]=1[O:14][CH3:15])[C:9]#[N:10])[C:3]#[CH:4].[F-].[Cs+].Cl.[CH2:20](N(CC)C1C=CC=CC=1)C>>[CH3:15][O:14][C:13]1[CH:12]=[CH:11][C:8]([C:9]#[N:10])=[C:7]2[C:6]=1[O:5][C:2]([CH:3]([CH3:4])[CH3:20])=[CH:16]2 |f:1.2|. Reported procedure: 5.3 g of 3-(1,1-dimethylprop-2-yn-1-yloxy)-4-methoxybenzonitrile and 5.3 g of cesium fluoride are refluxed for 12 h in 30 ml of N,N-diethylaniline with nitrogen aeration. After cooling, the mixture is stirred into 300 ml of 4 N hydrochloric acid, the resulting emulsion is extracted three times with 5.0 ml of ethyl acetate, and the organic extracts are combined, dried over calcined potassium carbonate and evaporated in vacuo. The residue is chromatographed on silica gel using toluene. After evapo...